Dataset: the Open Reaction Database (ORD), a public repository of structured organic reaction records. Task: describe an organic reaction: reactants, conditions, products, and yield Reactants: C(C)(C)(C)OC(=O)N1CCC=2C(=C(N3N=CC=C3N2)N2CC(C2)C(=O)O)CC1 (10-(3-Carboxy-azetidin-1-yl)-5,6,8,9-tetrahydro-1,4,7,10a-tetraaza-cyclohept[f]indene-7-carboxylic acid tert-butyl ester), CN(C)C(=[N+](C)C)ON1C2=C(C=CC=C2)N=N1.[B-](F)(F)(F)F (TBTU), CCN(C(C)C)C(C)C (DIPEA), FC(C(=O)[O-])(F)F.C(#C)C1C[NH2+]CC1 (3-Ethynyl-pyrrolidinium trifluoro-acetate). The solvent is CN1CCCC1=O (NMP). Conditions: time 1 hour. The product is C(C)(C)(C)OC(=O)N1CCC=2C(=C(N3N=CC=C3N2)N2CC(C2)C(=O)N2CC(CC2)C#C)CC1 (10-[3-(3-Ethynyl-pyrrolidine-1-carbonyl)-azetidin-1-yl]-5,6,8,9-tetrahydro-1,4,7,10a-tetraaza-cyclohept[f]indene-7-carboxylic acid tert-butyl ester). As a reaction SMILES: [C:1]([O:5][C:6]([N:8]1[CH2:28][CH2:27][C:12]2=[C:13]([N:20]3[CH2:23][CH:22]([C:24](O)=[O:25])[CH2:21]3)[N:14]3[C:18]([N:19]=[C:11]2[CH2:10][CH2:9]1)=[CH:17][CH:16]=[N:15]3)=[O:7])([CH3:4])([CH3:3])[CH3:2].CN(C(ON1N=NC2C=CC=CC1=2)=[N+](C)C)C.[B-](F)(F)(F)F.CCN(C(C)C)C(C)C.FC(F)(F)C([O-])=O.[C:67]([CH:69]1[CH2:73][CH2:72][NH2+:71][CH2:70]1)#[CH:68]>CN1C(=O)CCC1>[C:1]([O:5][C:6]([N:8]1[CH2:28][CH2:27][C:12]2=[C:13]([N:20]3[CH2:21][CH:22]([C:24]([N:71]4[CH2:72][CH2:73][CH:69]([C:67]#[CH:68])[CH2:70]4)=[O:25])[CH2:23]3)[N:14]3[C:18]([N:19]=[C:11]2[CH2:10][CH2:9]1)=[CH:17][CH:16]=[N:15]3)=[O:7])([CH3:4])([CH3:3])[CH3:2] |f:1.2,4.5|. Procedure: To 150 mg (0.29 mmol) of 10-(3-Carboxy-azetidin-1-yl)-5,6,8,9-tetrahydro-1,4,7,10a-tetraaza-cyclohept[f]indene-7-carboxylic acid tert-butyl ester (as DIPEA salt) in 1.0 mL NMP was added 105 mg (0.33 mmol) TBTU and 120 μL (0.70 mmol) DIPEA and stirring was continued at room temperature for 1 h. Then 60.7 mg (0.29 mmol) of 3-Ethynyl-pyrrolidinium trifluoro-acetate was added and the reaction mixture was stirred overnight. The reaction mixture was filtered and the purified by HPLC. Starting materials: CC(CCl)CBr, O=C([O-])[O-], CC(C)=O, [K+], [K+], Oc1ccc(C2=NC3(CCCCC3)CO2)cc1. Product: CC(CCl)COc1ccc(C2=NC3(CCCCC3)CO2)cc1. As a reaction SMILES: [Br:18][CH2:19][CH:20]([CH2:21][Cl:22])[CH3:23].[C:24](=[O:25])([O-:26])[O-:27].[CH3:30][C:31](=[O:32])[CH3:33].[K+:28].[K+:29].[N:1]1=[C:2]([c:11]2[cH:12][cH:13][c:14]([OH:17])[cH:15][cH:16]2)[O:3][CH2:4][C:5]12[CH2:6][CH2:7][CH2:8][CH2:9][CH2:10]2>>[N:1]1=[C:2]([c:11]2[cH:12][cH:13][c:14]([O:17][CH2:19][CH:20]([CH2:21][Cl:22])[CH3:23])[cH:15][cH:16]2)[O:3][CH2:4][C:5]12[CH2:6][CH2:7][CH2:8][CH2:9][CH2:10]2. The reactants are [BH4-], C[O-], CO, N#CC1(c2ccc(Cl)cc2)CC=C(N2CCC(n3c(=O)[nH]c4ccccc43)CC2)CC1, [Na+], [Na+]. The product is N#CC1(c2ccc(Cl)cc2)CCC(N2CCC(n3c(=O)[nH]c4ccccc43)CC2)CC1. RXN SMILES: [BH4-:35].[CH3:32][O-:33].[CH3:37][OH:38].[Cl:1][c:2]1[cH:3][cH:4][c:5]([C:8]2([C:30]#[N:31])[CH2:9][CH:10]=[C:11]([N:14]3[CH2:15][CH2:16][CH:17]([n:20]4[c:21](=[O:29])[nH:22][c:23]5[c:24]4[cH:25][cH:26][cH:27][cH:28]5)[CH2:18][CH2:19]3)[CH2:12][CH2:13]2)[cH:6][cH:7]1.[Na+:34].[Na+:36]>>[Cl:1][c:2]1[cH:3][cH:4][c:5]([C:8]2([C:30]#[N:31])[CH2:9][CH2:10][CH:11]([N:14]3[CH2:15][CH2:16][CH:17]([n:20]4[c:21](=[O:29])[nH:22][c:23]5[c:24]4[cH:25][cH:26][cH:27][cH:28]5)[CH2:18][CH2:19]3)[CH2:12][CH2:13]2)[cH:6][cH:7]1. Reactants: NC1=C(CN2CCC3(C(=NC(N3C3=CC(=CC=C3)F)=O)NC3CCCCC3)CC2)C=CC=C1 (8-(2-aminobenzyl)-4-(cyclohexylamino)-1-(3-fluorophenyl)-1,3,8-triazaspiro[4.5]dec-3-en-2-one), BrCCCC#N (4-bromobutyronitrile), C(=O)([O-])[O-].[Cs+].[Cs+] (Cs2CO3). Solvent: CC#N (CH3CN). Run at temperature 60 celsius, time 2 day. The product is C1(CCCCC1)NC1=NC(N(C12CCN(CC2)CC2=C(C=CC=C2)NCCCC#N)C2=CC(=CC=C2)F)=O (4-[(2-{[4-(cyclohexylamino)-1-(3-fluorophenyl)-2-oxo-1,3,8-triazaspiro[4.5]dec-3-en-8-yl]methyl}phenyl)amino]butanenitrile). Reaction SMILES: [NH2:1][C:2]1[CH:33]=[CH:32][CH:31]=[CH:30][C:3]=1[CH2:4][N:5]1[CH2:29][CH2:28][C:8]2([N:12]([C:13]3[CH:18]=[CH:17][CH:16]=[C:15]([F:19])[CH:14]=3)[C:11](=[O:20])[N:10]=[C:9]2[NH:21][CH:22]2[CH2:27][CH2:26][CH2:25][CH2:24][CH2:23]2)[CH2:7][CH2:6]1.Br[CH2:35][CH2:36][CH2:37][C:38]#[N:39].C([O-])([O-])=O.[Cs+].[Cs+]>CC#N>[CH:22]1([NH:21][C:9]2[C:8]3([CH2:28][CH2:29][N:5]([CH2:4][C:3]4[CH:30]=[CH:31][CH:32]=[CH:33][C:2]=4[NH:1][CH2:35][CH2:36][CH2:37][C:38]#[N:39])[CH2:6][CH2:7]3)[N:12]([C:13]3[CH:18]=[CH:17][CH:16]=[C:15]([F:19])[CH:14]=3)[C:11](=[O:20])[N:10]=2)[CH2:23][CH2:24][CH2:25][CH2:26][CH2:27]1 |f:2.3.4|. Procedure: A 2 mL CH3CN suspension of 0.05 g (0.11 mmol) 8-(2-aminobenzyl)-4-(cyclohexylamino)-1-(3-fluorophenyl)-1,3,8-triazaspiro[4.5]dec-3-en-2-one (example 80), excess 4-bromobutyronitrile and Cs2CO3 was heated to 60° C. and allowed to stir for 2 days. HPLC/MS showed a small amount of product so the reaction was filtered and concentrated. The remaining oil was purified on an Isco automated system affixed with a Biotage Flash 25(M) cartridge eluted with 0-5% MeOH+0.5M NH3 in CH2Cl2 over 30 min at 20 mL/... The reactants are COc1ccc(CSCC2NC(=O)C2NC(=O)OC(C)(C)C)cc1, ClCCl, CO. Product: CC(C)(C)OC(=O)NC1C(=O)NC1CS. Reaction SMILES: [C:1]([CH3:2])([CH3:3])([CH3:4])[O:5][C:6](=[O:7])[NH:8][CH:9]1[CH:10]([CH2:14][S:15][CH2:16][c:17]2[cH:18][cH:19][c:20]([O:21][CH3:22])[cH:23][cH:24]2)[NH:11][C:12]1=[O:13].[CH2:27]([Cl:28])[Cl:29].[CH3:25][OH:26]>>[C:1]([CH3:2])([CH3:3])([CH3:4])[O:5][C:6](=[O:7])[NH:8][CH:9]1[CH:10]([CH2:14][SH:15])[NH:11][C:12]1=[O:13]. Reactants: CN1C(CCCC1(C)C)(C)C (1,2,2,6,6-pentamethylpiperidine), C#CCCCC (1-hexyne), ClC(=O)OCCCC (n-butyl chloroformate). Reagents/catalysts: C=1C=CC(=CC1)[P](C=2C=CC=CC2)(C=3C=CC=CC3)[Pd]([P](C=4C=CC=CC4)(C=5C=CC=CC5)C=6C=CC=CC6)([P](C=7C=CC=CC7)(C=8C=CC=CC8)C=9C=CC=CC9)[P](C=1C=CC=CC1)(C=1C=CC=CC1)C=1C=CC=CC1 (tetrakis(triphenylphosphine)palladium(0)), CN(C1=CC=NC=C1)C (4-dimethylaminopyridine). Run in ClCCl (dichloromethane). Reaction conditions: time 1 hour. The product is C(C#CCCCC)(=O)OCCCC (n-butyl 2-heptynoate). Isolated yield 90.0%. As a reaction SMILES: CN1[C:7](C)(C)[CH2:6][CH2:5][CH2:4][C:3]1(C)[CH3:10].C#CCCCC.Cl[C:19]([O:21][CH2:22][CH2:23][CH2:24][CH3:25])=[O:20]>CN(C)C1C=CN=CC=1.C1C=CC([P]([Pd]([P](C2C=CC=CC=2)(C2C=CC=CC=2)C2C=CC=CC=2)([P](C2C=CC=CC=2)(C2C=CC=CC=2)C2C=CC=CC=2)[P](C2C=CC=CC=2)(C2C=CC=CC=2)C2C=CC=CC=2)(C2C=CC=CC=2)C2C=CC=CC=2)=CC=1.ClCCl>[C:19]([O:21][CH2:22][CH2:23][CH2:24][CH3:25])(=[O:20])[C:10]#[C:3][CH2:4][CH2:5][CH2:6][CH3:7] |^1:38,40,59,78|. Procedure: 3.25 g (2.75 mmol) of tetrakis(triphenylphosphine)palladium(0) are introduced into 250 ml of dichloromethane in a 500 ml round-bottomed flask under argon. The dark brown solution is stirred at room temperature for 1 h. Then 150 mg (1.25 mmol) of 4-dimethylaminopyridine, 21.5 g (137.5 mmol) of 1,2,2,6,6-pentamethylpiperidine and 10.25 g (125 mmol) of 1-hexyne are added and heated to reflux at 40° C. Subsequently, 17 g (125 mmol) of n-butyl chloroformate are added dropwise over the course of 60 mi...